Dataset: the Open Reaction Database (ORD), a public repository of structured organic reaction records. Task: describe an organic reaction: reactants, conditions, products, and yield Starting materials: C1(CCCC1)NC1=NC(=NC(=C1C)C)NCC1=NC=CC=C1 (N4-cyclopentyl-5,6-dimethyl-N2-(pyridin-2-ylmethyl)pyrimidine-2,4-diamine), FC1=C(C=CC(=C1)F)N ((2,4-difluorophenyl)amine). The product is FC1=C(C=CC(=C1)F)NC1=NC(=NC(=C1C)C)NCC1=NC=CC=C1 (N4-(2,4-difluorophenyl)-5,6-dimethyl-N2-(pyridin-2-ylmethyl)pyrimidine-2,4-diamine). Procedure: The titled compound was synthesized according to the procedure described for preparation of N4-cyclopentyl-5,6-dimethyl-N2-(pyridin-2-ylmethyl)pyrimidine-2,4-diamine (Example 29) using (2,4-difluorophenyl)amine instead of cyclopentanamine. The crude material was purified by column chromatography eluting with mixture of chloroform/ethanol/20% water solution of ammonia (200:10:1), and then the final product was washed with diethyl ether to afford the titled compound as a white solid. 1H NMR (300 M... As a reaction SMILES: C1(N[C:7]2[C:12]([CH3:13])=[C:11]([CH3:14])[N:10]=[C:9]([NH:15][CH2:16][C:17]3[CH:22]=[CH:21][CH:20]=[CH:19][N:18]=3)[N:8]=2)CCCC1.[F:23][C:24]1[CH:29]=[C:28]([F:30])[CH:27]=[CH:26][C:25]=1[NH2:31]>>[F:23][C:24]1[CH:29]=[C:28]([F:30])[CH:27]=[CH:26][C:25]=1[NH:31][C:7]1[C:12]([CH3:13])=[C:11]([CH3:14])[N:10]=[C:9]([NH:15][CH2:16][C:17]2[CH:22]=[CH:21][CH:20]=[CH:19][N:18]=2)[N:8]=1. Reactants: FC1=C(C=CC(=C1)I)NC1=C(C(=O)O)C=CN=C1 (3-[(2-fluoro-4-iodophenyl)amino]isonicotinic acid), FC1=C(C=CC(=C1)I)NC1=C(C(=O)O)C=CN=C1 (3-[(2-fluoro-4-iodophenyl)amino]isonicotinic acid), N1(CCCCCC1)N (azepan-1-ylamine). The product is N1(CCCCCC1)NC(C1=C(C=NC=C1)NC1=C(C=C(C=C1)I)F)=O (N-azepan-1-yl-3-[(2-fluoro-4-iodophenyl)amino]isonicotinamide). RXN SMILES: [F:1][C:2]1[CH:7]=[C:6]([I:8])[CH:5]=[CH:4][C:3]=1[NH:9][C:10]1[CH:18]=[N:17][CH:16]=[CH:15][C:11]=1[C:12]([OH:14])=O.[N:19]1([NH2:26])[CH2:25][CH2:24][CH2:23][CH2:22][CH2:21][CH2:20]1>>[N:19]1([NH:26][C:12](=[O:14])[C:11]2[CH:15]=[CH:16][N:17]=[CH:18][C:10]=2[NH:9][C:3]2[CH:4]=[CH:5][C:6]([I:8])=[CH:7][C:2]=2[F:1])[CH2:25][CH2:24][CH2:23][CH2:22][CH2:21][CH2:20]1. Reported procedure: N-azepan-1-yl-3-[(2-fluoro-4-iodophenyl)amino]isonicotinamide was synthesized according to the procedure for General Method 1, outlined above, starting with 0.45 mmol of 3-[(2-fluoro-4-iodophenyl)amino]isonicotinic acid (intermediate 1) and 6.2 mmol of azepan-1-ylamine. LC/MS [8.99 min; 455 (M+1)] The reactants are C(O)([O-])=O.[Na+] (sodium hydrogen carbonate), O1C(=CC=C1)CC(=O)O (furanacetic acid), [Na] (sodium), OC1=CC(OC2=CC=CC=C12)=O (4-hydroxycoumarin), C1CCC(CC1)N=C=NC2CCCCC2 (DCC). Reagents/catalysts: CN(C)C=1C=CN=CC1 (DMAP). Solvent: C1(=CC=CC=C1)C (toluene). Run at time 8 hour. Product: O1C(=CC=C1)CC(=O)C=1C(OC2=CC=CC=C2C1O)=O (3-{(2-furan-2-yl)}acetyl-4-hydroxy-coumarin). Reaction SMILES: [O:1]1[CH:5]=[CH:4][CH:3]=[C:2]1[CH2:6][C:7]([OH:9])=O.[OH:10][C:11]1[C:20]2[C:15](=[CH:16][CH:17]=[CH:18][CH:19]=2)[O:14][C:13](=[O:21])[CH:12]=1.C1CCC(N=C=NC2CCCCC2)CC1.[Na].C(=O)([O-])O.[Na+]>C1(C)C=CC=CC=1.CN(C1C=CN=CC=1)C>[O:1]1[CH:5]=[CH:4][CH:3]=[C:2]1[CH2:6][C:7]([C:12]1[C:13](=[O:21])[O:14][C:15]2[C:20]([C:11]=1[OH:10])=[CH:19][CH:18]=[CH:17][CH:16]=2)=[O:9] |f:4.5,^1:36|. Procedure: 1.55 g (12.3 mmol) of the furanacetic acid, 1.99 g (12.3 mmol) of 4-hydroxycoumarin and 2.83 g (13.7 mmol) of DCC were suspended in 50 ml of toluene, then 149 mg (1.22 mmol) of DMAP added and stirring carried out overnight at 60° C. The reaction liquid was then cooled to room temperature and the insoluble material filtered off. The mother liquor was concentrated and the residue purified by column chromatography. The solid obtained was recrystallized from methanol and Compound 9. (594 mg, 2.20 mm... Reactants: C1(=CC=CC=C1)S(=O)CN1N=NC(=C1NC(C(C1=CC=CC=C1)Cl)=O)C1=C(C=CC=C1)F (N-[3-benzenesulfinylmethyl-5-(2-fluorophenyl)-3H-1,2,3-triazol-4-yl]-2-chloro-2-phenylacetamide), C[Si](C)(C)[N-][Si](C)(C)C.[K+] (potassium bis(trimethylsilyl)amide). Run in O1CCCC1 (tetrahydrofuran). Reaction conditions: time 90 minute. Yields the product FC1=C(C=CC=C1)C=1N=NN2C1NC(C(=C2)C2=CC=CC=C2)=O (3-(2-Fluorophenyl)-6-phenyl-4H-1,2,3-triazolo[1,5-α]pyrimidin-5-one). The yield is 64.0%. As a reaction SMILES: C1(S([CH2:9][N:10]2[C:14]([NH:15][C:16](=[O:25])[CH:17](Cl)[C:18]3[CH:23]=[CH:22][CH:21]=[CH:20][CH:19]=3)=[C:13]([C:26]3[CH:31]=[CH:30][CH:29]=[CH:28][C:27]=3[F:32])[N:12]=[N:11]2)=O)C=CC=CC=1.C[Si]([N-][Si](C)(C)C)(C)C.[K+]>O1CCCC1>[F:32][C:27]1[CH:28]=[CH:29][CH:30]=[CH:31][C:26]=1[C:13]1[N:12]=[N:11][N:10]2[CH:9]=[C:17]([C:18]3[CH:23]=[CH:22][CH:21]=[CH:20][CH:19]=3)[C:16](=[O:25])[NH:15][C:14]=12 |f:1.2|. Procedure details: To a cold (−78° C.), stirred solution of N-[3-benzenesulfinylmethyl-5-(2-fluorophenyl)-3H-1,2,3-triazol-4-yl]-2-chloro-2-phenylacetamide (850 mg, 1.81 mmol) in dry tetrahydrofuran (50 ml) was added a solution of potassium bis(trimethylsilyl)amide (8.44 ml, 0.752 M in toluene, 6.34 mmol) and the reaction stirred for 90 minutes. The reaction was then transferred to a −20° C. bath and stirred for 15 minutes. The reaction was quenched by pouring into water (200 ml) and stirring for 10 minutes. The a... The reactants are O1C(NCC12CCNCC2)=O (1-oxa-3,8-diazaspiro[4.5]decan-2-one), O1C(CC=2C(=C(C=CC2)OC2=C(C(=CC=C2)CC2CO2)OC)OC)C1 (2,3-epoxypropyl-o-methoxyphenyl ether), CO (methanol). Run in C1(=CC=CC=C1)C (toluene). The product is COC1=C(OCC(CN2CCC3(CNC(O3)=O)CC2)O)C=CC=C1 (8-[3-(2-methoxyphenoxy)-2-hydroxypropyl]-1-oxa-3,8-diazaspiro[4.5]decan-2-one). Isolated yield 86.7%. As a reaction SMILES: [O:1]1[C:5]2([CH2:10][CH2:9][NH:8][CH2:7][CH2:6]2)[CH2:4][NH:3][C:2]1=[O:11].O1CC1C[C:15]1[C:16]([O:34][CH3:35])=[C:17]([O:21][C:22]2C=CC=[C:24](CC3OC3)[C:23]=2[O:32]C)[CH:18]=[CH:19][CH:20]=1.CO>C1(C)C=CC=CC=1>[CH3:35][O:34][C:16]1[CH:15]=[CH:20][CH:19]=[CH:18][C:17]=1[O:21][CH2:22][CH:23]([OH:32])[CH2:24][N:8]1[CH2:7][CH2:6][C:5]2([O:1][C:2](=[O:11])[NH:3][CH2:4]2)[CH2:10][CH2:9]1. Procedure details: A mixture of 3.12 g 1-oxa-3,8-diazaspiro[4.5]decan-2-one, 5.4 g 2,3-epoxypropyl-o-methoxyphenyl ether, 5 ml methanol and 10 ml toluene is heated at reflux for 24 hours. The solvent is evaporated and the residue filtered through 20 g silica gel with 10% methanol/methylene chloride. Evaporation of solvent and crystallization from diethyl ether affords 4.6 g 8-[3-(2-methoxyphenoxy)-2-hydroxypropyl]-1-oxa-3,8-diazaspiro[4.5]decan-2-one, mp 124°-125°.